This data is from the Open Reaction Database (ORD), a public repository of structured organic reaction records. The task is: describe an organic reaction: reactants, conditions, products, and yield The reactants are solid, CC(C)(C)C1CN(CCC2=C1C=CC(=C2)C2=NOC(=N2)C2=CC(=C(C=C2)C2=CC=CC=C2)C(F)(F)F)C(=O)[O-] (1,1-Dimethylethyl-7-{5-[2-(trifluoromethyl)-4-biphenylyl]-1,2,4-oxadiazol-3-yl}-1,2,4,5-tetrahydro-3H-3-benzazepine-3-carboxylate), Cl (HCl). Solvent: O1CCOCC1 (dioxane). Reaction conditions: time 2 hour. The product is Cl.FC(C1=C(C=CC(=C1)C1=NC(=NO1)C1=CC2=C(CCNCC2)C=C1)C1=CC=CC=C1)(F)F (7-{5-[2-(Trifluoromethyl)-4-biphenylyl]-1,2,4-oxadiazol-3-yl}-2,3,4,5-tetrahydro-1H-3-benzazepine hydrochloride). RXN SMILES: CC([CH:5]1[C:11]2[CH:12]=[CH:13][C:14]([C:16]3[N:20]=[C:19]([C:21]4[CH:26]=[CH:25][C:24]([C:27]5[CH:32]=[CH:31][CH:30]=[CH:29][CH:28]=5)=[C:23]([C:33]([F:36])([F:35])[F:34])[CH:22]=4)[O:18][N:17]=3)=[CH:15][C:10]=2[CH2:9][CH2:8][N:7](C([O-])=O)[CH2:6]1)(C)C.[ClH:40]>O1CCOCC1>[ClH:40].[F:36][C:33]([F:34])([F:35])[C:23]1[CH:22]=[C:21]([C:19]2[O:18][N:17]=[C:16]([C:14]3[CH:13]=[CH:12][C:11]4[CH2:5][CH2:6][NH:7][CH2:8][CH2:9][C:10]=4[CH:15]=3)[N:20]=2)[CH:26]=[CH:25][C:24]=1[C:27]1[CH:28]=[CH:29][CH:30]=[CH:31][CH:32]=1 |f:3.4|. Procedure: 1,1-Dimethylethyl-7-{5-[2-(trifluoromethyl)-4-biphenylyl]-1,2,4-oxadiazol-3-yl}-1,2,4,5-tetrahydro-3H-3-benzazepine-3-carboxylate (Preparation 45) (440 mg, 0.82 mmol) was dissolved in 4M HCl in dioxane (3 ml) and the solution stirred for 2 h. The title compound was filtered off as a white solid (376 mg, 0.82 mmol). δH (d6DMSO, 400 MHz): 9.27 (2H, brs), 8.53 (1H, d), 8.51 (1H, dd), 8.01 (1H, d), 7.97 (1H, dd), 7.74 (1H, d), 7.54-7.50 (3H, m), 7.47 (1H, d), 7.43-7.39 (2H, m), 3.28-3.20 (8H, m). MS... Starting materials: FC1(c2ncccc2Cl)CCC2(CC1)OCCO2, Fc1cccnc1C1(F)CCC2(CC1)OCCO2. Yields the product O=C1CCC(F)(c2ncccc2F)CC1. As a reaction SMILES: [Cl:19][c:20]1[c:21]([C:22]2([F:23])[CH2:24][CH2:25][C:26]3([O:27][CH2:28][CH2:29][O:30]3)[CH2:31][CH2:32]2)[n:33][cH:34][cH:35][cH:36]1.[F:1][c:2]1[c:3]([C:8]2([F:18])[CH2:9][CH2:10][C:11]3([O:12][CH2:15][CH2:14][O:13]3)[CH2:16][CH2:17]2)[n:4][cH:5][cH:6][cH:7]1>>[F:1][c:2]1[c:3]([C:8]2([F:18])[CH2:9][CH2:10][C:11](=[O:12])[CH2:16][CH2:17]2)[n:4][cH:5][cH:6][cH:7]1. The reactants are O=C(Cl)CN1C(=O)c2ccccc2C1=O, CN(C)C=O, Cc1ccc(N)c(C)c1C(O[SiH](c1ccccc1)c1ccccc1)C(C)(C)C, O, c1ccncc1. Yields the product Cc1ccc(NC(=O)CN2C(=O)c3ccccc3C2=O)c(C)c1C(O[SiH](c1ccccc1)c1ccccc1)C(C)(C)C. RXN SMILES: [C:29]1(=[O:43])[c:30]2[c:31]([cH:39][cH:40][cH:41][cH:42]2)[C:32](=[O:38])[N:33]1[CH2:34][C:35](=[O:36])[Cl:37].[CH3:51][N:52]([CH3:53])[CH:54]=[O:55].[NH2:1][c:2]1[c:3]([CH3:28])[c:4]([CH:9]([O:10][SiH:11]([c:12]2[cH:13][cH:14][cH:15][cH:16][cH:17]2)[c:18]2[cH:19][cH:20][cH:21][cH:22][cH:23]2)[C:24]([CH3:25])([CH3:26])[CH3:27])[c:5]([CH3:8])[cH:6][cH:7]1.[OH2:44].[cH:45]1[cH:46][cH:47][n:48][cH:49][cH:50]1>>[NH:1]([c:2]1[c:3]([CH3:28])[c:4]([CH:9]([O:10][SiH:11]([c:12]2[cH:13][cH:14][cH:15][cH:16][cH:17]2)[c:18]2[cH:19][cH:20][cH:21][cH:22][cH:23]2)[C:24]([CH3:25])([CH3:26])[CH3:27])[c:5]([CH3:8])[cH:6][cH:7]1)[C:35]([CH2:34][N:33]1[C:29](=[O:43])[c:30]2[c:31]([cH:39][cH:40][cH:41][cH:42]2)[C:32]1=[O:38])=[O:36]. The reactants are CC(=O)O, [Cl-], [Li+], COC(=O)C(C)(C)OCCCCCCCC1CO1, C1CCOC1, O. The product is COC(=O)C(C)(C)OCCCCCCCC(O)CCl. RXN SMILES: [CH3:21][C:22](=[O:23])[OH:24].[Cl-:20].[Li+:19].[O:1]1[CH:2]([CH2:3][CH2:4][CH2:5][CH2:6][CH2:7][CH2:8][CH2:9][O:10][C:11]([C:12](=[O:13])[O:14][CH3:15])([CH3:16])[CH3:17])[CH2:18]1.[O:26]1[CH2:27][CH2:28][CH2:29][CH2:30]1.[OH2:25]>>[OH:1][CH:2]([CH2:3][CH2:4][CH2:5][CH2:6][CH2:7][CH2:8][CH2:9][O:10][C:11]([C:12](=[O:13])[O:14][CH3:15])([CH3:16])[CH3:17])[CH2:18][Cl:20]. Starting materials: N1N=CC=C1.C1(C=CC(N1)=O)=O (maleimide pyrazole), C(C)(=O)O (acetic acid), [H][H] (hydrogen), Br/C=1/C(=O)OC(\C1)=O (bromomaleic anhydride). Solvent: C(C)(=O)OC(C)=O (acetic anhydride). Product: COC1=C(CN)C=CC(=C1)OC (2,4-dimethoxybenzylamine). As a reaction SMILES: N1C=CC=N1.[C:6]1(=O)[NH:10][C:9](=O)[CH:8]=[CH:7]1.[H][H].Br[C:16]1[C:17]([O:19][C:20](=O)[CH:21]=1)=O.[C:23](O)(=[O:25])C>C(OC(=O)C)(=O)C>[CH3:23][O:25][C:16]1[CH:21]=[C:20]([O:19][CH3:17])[CH:6]=[CH:7][C:8]=1[CH2:9][NH2:10] |f:0.1|. Procedure details: Scheme C-6 illustrates the synthesis of the maleimide pyrazole scaffold C-63 wherein R4 is hydrogen. The synthesis starts with the condensation reaction of bromomaleic anhydride B77 with 2,4-dimethoxybenzylamine in acetic acid and acetic anhydride, giving rise to intermediate B76. The maleimide B78 is then treated with 4′-fluoroacetophenone in the presence of catalytic amount Pd2(dba)3 and sodium t-butoxide to form the fluoroacetophenone substituted maleimide B79. The B79 is treated with tert-bu...